From a dataset of the Open Reaction Database (ORD), a public repository of structured organic reaction records. describe an organic reaction: reactants, conditions, products, and yield Reactants: BrC=1C=CC(=C(C=O)C1)F (5-bromo-2-fluorobenzaldehyde), O.NN (hydrazine hydrate), O (water), C(C)(=O)OCC (ethyl acetate). Run in C(CCC)O (n-butanol). Run at temperature 65 celsius. Yields the product BrC=1C=C2C=NNC2=CC1 (5-bromo-1H-indazole). The yield is 29.5%. Reaction SMILES: [Br:1][C:2]1[CH:3]=[CH:4][C:5](F)=[C:6]([CH:9]=1)[CH:7]=O.O.[NH2:12][NH2:13].O.C(OCC)(=O)C>C(O)CCC>[Br:1][C:2]1[CH:9]=[C:6]2[C:5](=[CH:4][CH:3]=1)[NH:13][N:12]=[CH:7]2 |f:1.2|. Procedure details: To an orange solution of 5-bromo-2-fluorobenzaldehyde (3.0 g, 14.78 mmol) in n-butanol (6 mL) was added hydrazine hydrate (11.1 g, 10.78 mL, 221.66 mmol) and the thick orange slurry was heated to 125° C. (became clear at 65° C.) in an oil bath for 21 h and cooled to rt. The mixture was poured into water (100 mL) and ethyl acetate (300 mL). The aqueous layer was isolated and extracted with ethyl acetate (100 mL). The combined organics were washed with brine, dried over Na2SO4 and concentrated. Th...